Dataset: the Open Reaction Database (ORD), a public repository of structured organic reaction records. Task: describe an organic reaction: reactants, conditions, products, and yield The reactants are [Li]CCCC (n-BuLi), BrC1=C(C=C(C(=C1)OC)CCOCOC)OC (1-bromo-2,5-dimethoxy-4-(2-methoxymethoxy-ethyl)-benzene), CN(C=O)C (Dimethyl formamide). Solvent: O (water), C1CCOC1 (THF). Reaction conditions: temperature -78 celsius, time 10 minute. Product: COC1=C(C=O)C=C(C(=C1)CCOCOC)OC (2,5-Dimethoxy-4-(2-methoxymethoxy-ethyl)-benzaldehyde). Yield: 56.0%. Reaction SMILES: Br[C:2]1[CH:7]=[C:6]([O:8][CH3:9])[C:5]([CH2:10][CH2:11][O:12][CH2:13][O:14][CH3:15])=[CH:4][C:3]=1[O:16][CH3:17].[Li]CCCC.CN(C)[CH:25]=[O:26]>C1COCC1.O>[CH3:17][O:16][C:3]1[CH:4]=[C:5]([CH2:10][CH2:11][O:12][CH2:13][O:14][CH3:15])[C:6]([O:8][CH3:9])=[CH:7][C:2]=1[CH:25]=[O:26]. Procedure: In a round bottom flask, 1-bromo-2,5-dimethoxy-4-(2-methoxymethoxy-ethyl)-benzene (0.55 g, 18.02 mmol) was dissolved in 30 mL of dry THF. The reaction mixture was cooled to −78° C. using a dry ice-acetone bath and stirred for 10 min. A solution of n-BuLi (0.86 mL of 2.5 M solution in hexane) was added and the reaction mixture was stirred for an additional 30 min. Dimethyl formamide (0.26 g, 36.06 mmol) was added and then the temperature was allowed warm up slowly to room temperature and stirred ... The reactants are C(C)N(O)CC (N,N-diethylhydroxylamine), suspension, [H-].[Na+] (sodium hydride), [Cl-].[Na+] (sodium chloride), ClC=1C=CC2=C(C(=NCC=3N2C(=NN3)CCl)C3=CC=CC=C3)C1 (8-chloro-1-(chloromethyl)-6-phenyl-4H-s-triazolo[4,3-a][1,4]benzodiazepine), ice water. Solvent: CN(C=O)C (dimethylformamide). Run at time 55 minute. The product is ClC=1C=CC2=C(C(=NCC=3N2C(=NN3)CN(CC)CC)C3=CC=CC=C3)C1 (8-chloro-l-[(diethylamino)-methyl]-6-phenyl-4H-s-triazolo[4,3-a][1,4]benzodiazepine), oxide dihydrate. As a reaction SMILES: [CH2:1]([N:3]([CH2:5][CH3:6])O)[CH3:2].[H-].[Na+].[Cl:9][C:10]1[CH:11]=[CH:12][C:13]2[N:19]3[C:20]([CH2:23]Cl)=[N:21][N:22]=[C:18]3[CH2:17][N:16]=[C:15]([C:25]3[CH:30]=[CH:29][CH:28]=[CH:27][CH:26]=3)[C:14]=2[CH:31]=1.[Cl-].[Na+]>CN(C)C=O>[Cl:9][C:10]1[CH:11]=[CH:12][C:13]2[N:19]3[C:20]([CH2:23][N:3]([CH2:5][CH3:6])[CH2:1][CH3:2])=[N:21][N:22]=[C:18]3[CH2:17][N:16]=[C:15]([C:25]3[CH:26]=[CH:27][CH:28]=[CH:29][CH:30]=3)[C:14]=2[CH:31]=1 |f:1.2,4.5|. Procedure: A stirred, ice cold solution of N,N-diethylhydroxylamine (50 ml.) in dimethylformamide (50 ml.) under nitrogen, was treated with a 57% suspension of sodium hydride in mineral oil (1.39 g., 0.033 mole). The mixture was kept at ambient temperature for 55 minutes, cooled in an ice bath and treated with 8-chloro-1-(chloromethyl)-6-phenyl-4H-s-triazolo[4,3-a][1,4]benzodiazepine (10.3 g., 0.03 mole). This mixture was kept at ambient temperature for 18 hours and poured into ice water. The resulting mix... The reactants are BrC=1C=C(C=CC1Br)C (3,4-dibromotoluene), [N+](=O)(O)[O-] (nitric acid). Solvent: O (Water). Conditions: temperature 0 celsius, time 1 hour. Product: BrC1=C(C=C(C(=C1)[N+](=O)[O-])C)Br (1,2-Dibromo-4-methyl-5-nitrobenzene). Isolated yield 76.7%. Reaction SMILES: [Br:1][C:2]1[CH:3]=[C:4]([CH3:9])[CH:5]=[CH:6][C:7]=1[Br:8].[N+:10]([O-])([OH:12])=[O:11]>O>[Br:8][C:7]1[CH:6]=[C:5]([N+:10]([O-:12])=[O:11])[C:4]([CH3:9])=[CH:3][C:2]=1[Br:1]. Procedure: 3,4-dibromotoluene (108.11 mL, 800 mmol) was added dropwise over 4 hours to nitric acid (90%, 280 mL, 6000 mmol) that was cooled to 0° C. under a nitrogen atmosphere with mechanical stirring. The internal temperature of the mixture was maintained below 10° C. during the addition and was stirred for 1 hour at 0° C. after completion of addition. Water (840 mL) was added drop-wise to the mixture maintaining the internal temperature below 10° C. The crude product was collected by filtration and was ... The reactants are CCCCN1C(=O)NC(Cc2ccc(C3OC=CO3)cc2)C1=O, CC(C)=O, Cc1ccc(S(=O)(=O)O)cc1. Yields the product CCCCN1C(=O)NC(Cc2ccc(C=O)cc2)C1=O. Reaction SMILES: [CH2:1]([CH2:2][CH2:3][CH3:4])[N:5]1[C:6](=[O:23])[NH:7][CH:8]([CH2:11][c:12]2[cH:13][cH:14][c:15]([CH:18]3[O:19][CH:22]=[CH:21][O:20]3)[cH:16][cH:17]2)[C:9]1=[O:10].[CH3:35][C:36](=[O:37])[CH3:38].[c:24]1([CH3:25])[cH:26][cH:27][c:28]([S:29]([OH:30])(=[O:31])=[O:32])[cH:33][cH:34]1>>[CH2:1]([CH2:2][CH2:3][CH3:4])[N:5]1[C:6](=[O:23])[NH:7][CH:8]([CH2:11][c:12]2[cH:13][cH:14][c:15]([CH:18]=[O:19])[cH:16][cH:17]2)[C:9]1=[O:10]. Reactants: O=Cc1c(Sc2nccs2)ccnc1Cl, OCc1c(Cl)cncc1Cl. The product is OCc1c(Sc2nccs2)ccnc1Cl. RXN SMILES: [Cl:11][c:12]1[n:13][cH:14][cH:15][c:16]([S:20][c:21]2[s:22][cH:23][cH:24][n:25]2)[c:17]1[CH:18]=[O:19].[Cl:1][c:2]1[cH:3][n:4][cH:5][c:6]([Cl:7])[c:8]1[CH2:9][OH:10]>>[Cl:11][c:12]1[n:13][cH:14][cH:15][c:16]([S:20][c:21]2[s:22][cH:23][cH:24][n:25]2)[c:17]1[CH2:18][OH:19]. Starting materials: O=C([O-])[O-], CCN=C=NCCCN(C)C, CN(C)C=O, [K+], [K+], CC(C)(C)COc1ccc(N)cc1C#N, Cc1c(C(=O)O)cnn1CCO, On1nnc2ccccc21. Product: Cc1c(C(=O)Nc2ccc(OCC(C)(C)C)c(C#N)c2)cnn1CCO. Reaction SMILES: [C:49](=[O:50])([O-:51])[O-:52].[CH2:38]([N:39]=[C:40]=[N:41][CH2:42][CH2:43][CH2:44][N:45]([CH3:46])[CH3:47])[CH3:48].[CH3:55][N:56]([CH3:57])[CH:58]=[O:59].[K+:53].[K+:54].[NH2:13][c:14]1[cH:15][cH:16][c:17]([O:22][CH2:23][C:24]([CH3:25])([CH3:26])[CH3:27])[c:18]([C:19]#[N:20])[cH:21]1.[OH:1][CH2:2][CH2:3][n:4]1[n:5][cH:6][c:7]([C:10](=[O:11])[OH:12])[c:8]1[CH3:9].[OH:28][n:29]1[c:30]2[cH:31][cH:32][cH:33][cH:34][c:35]2[n:36][n:37]1>>[OH:1][CH2:2][CH2:3][n:4]1[n:5][cH:6][c:7]([C:10](=[O:12])[NH:13][c:14]2[cH:15][cH:16][c:17]([O:22][CH2:23][C:24]([CH3:25])([CH3:26])[CH3:27])[c:18]([C:19]#[N:20])[cH:21]2)[c:8]1[CH3:9].